From a dataset of the Open Reaction Database (ORD), a public repository of structured organic reaction records. describe an organic reaction: reactants, conditions, products, and yield The reactants are N1=C(C=CC=C1)CN1CC(NC(C1)=O)=O (4-(2-pyridylmethyl)-2,6-piperazinedione), N1C(CNCC1=O)=O (2,6-piperazinedione), [H-].[Na+] (sodium hydride), FC1=CC=C(C=C1)N1CCN(CC1)CCCCl (4-(4-fluorophenyl)-1-(3-chloropropyl)piperazine), [I-].[Na+] (sodium iodide). The solvent is CN(C=O)C (dimethylformamide), CN(C=O)C (dimethylformamide), CN(C=O)C (dimethylformamide). Reaction conditions: temperature 60 celsius. Product: N1=C(C=CC=C1)CN1CC(N(C(C1)=O)CCCN1CCN(CC1)C1=CC=C(C=C1)F)=O (4-(2-pyridylmethyl)-1-{3-[1-(4-fluorophenyl)-4-piperazinyl]propyl}-2,6-piperazinedione). The yield is 60.0%. Reaction SMILES: [H-].[Na+].[N:3]1[CH:8]=[CH:7][CH:6]=[CH:5][C:4]=1[CH2:9][N:10]1[CH2:15][C:14](=[O:16])[NH:13][C:12](=[O:17])[CH2:11]1.[F:18][C:19]1[CH:24]=[CH:23][C:22]([N:25]2[CH2:30][CH2:29][N:28]([CH2:31][CH2:32][CH2:33]Cl)[CH2:27][CH2:26]2)=[CH:21][CH:20]=1.[I-].[Na+].N1C(=O)CNCC1=O>CN(C)C=O>[N:3]1[CH:8]=[CH:7][CH:6]=[CH:5][C:4]=1[CH2:9][N:10]1[CH2:15][C:14](=[O:16])[N:13]([CH2:33][CH2:32][CH2:31][N:28]2[CH2:29][CH2:30][N:25]([C:22]3[CH:23]=[CH:24][C:19]([F:18])=[CH:20][CH:21]=3)[CH2:26][CH2:27]2)[C:12](=[O:17])[CH2:11]1 |f:0.1,4.5|. Reported procedure: A suspension of 0.098 mole of sodium hydride in 30 ml of anhydrous dimethylformamide is heated to 60° C. A solution of 0.098 mole of 4-(2-pyridylmethyl)-2,6-piperazinedione in 15 ml of anhydrous dimethylformamide is added dropwise. When the addition is complete, the mixture is maintained at 60° C. for two hours. The reaction medium is then cooled to 25° C. and a solution of 0.126 mole of 4-(4-fluorophenyl)-1-(3-chloropropyl)piperazine in 10 ml of anhydrous dimethylformamide and 0.1 g of sodium i... Reactants: C(C)(C)(C)OC(NC1=CC(=CC=C1)OC1=CC=C2C(=N1)SC(=N2)NC(=O)C2CC2)=O (tert-butyl[3-({2-[(cyclopropylcarbonyl)amino][1,3]thiazolo[5,4-b]pyridin-5-yl}oxy)phenyl]carbamate), C1(=CC=CC=C1)OC (anisole). Run in FC(C(=O)O)(F)F (trifluoroacetic acid). Product: NC=1C=C(OC2=CC=C3C(=N2)SC(=N3)NC(=O)C3CC3)C=CC1 (N-[5-(3-aminophenoxy)[1,3]thiazolo[5,4-b]pyridin-2-yl]cyclopropanecarboxamide). Yield: 78.7%. RXN SMILES: C(OC(=O)[NH:7][C:8]1[CH:13]=[CH:12][CH:11]=[C:10]([O:14][C:15]2[N:20]=[C:19]3[S:21][C:22]([NH:24][C:25]([CH:27]4[CH2:29][CH2:28]4)=[O:26])=[N:23][C:18]3=[CH:17][CH:16]=2)[CH:9]=1)(C)(C)C.C1(OC)C=CC=CC=1>FC(F)(F)C(O)=O>[NH2:7][C:8]1[CH:9]=[C:10]([CH:11]=[CH:12][CH:13]=1)[O:14][C:15]1[N:20]=[C:19]2[S:21][C:22]([NH:24][C:25]([CH:27]3[CH2:29][CH2:28]3)=[O:26])=[N:23][C:18]2=[CH:17][CH:16]=1. Procedure: A solution of tert-butyl[3-({2-[(cyclopropylcarbonyl)amino][1,3]thiazolo[5,4-b]pyridin-5-yl}oxy)phenyl]carbamate (900 mg, 2.11 mmol) and anisole (1 mL) in trifluoroacetic acid (10 mL) was stirred at 0° C. for 1 hr. The reaction mixture was concentrated under reduced pressure, saturated aqueous sodium hydrogen carbonate solution (50 mL) was added to the residue, and the mixture was extracted with tetrahydrofuran-ethyl acetate mixture (1:1, 50 mL, 15 mL). The combined organic layer was washed with...